From a dataset of the Open Reaction Database (ORD), a public repository of structured organic reaction records. describe an organic reaction: reactants, conditions, products, and yield Procedure details: Using general procedure D, (R)-5-benzyl-4-hydroxy-5-methyl-1,5-dihydro-pyrrol-2-one (Example D) was reacted with benzaldehyde and 5-fluoro-3-methyl-1H-indole to give the title compound as a yellow solid. MS: 441.1 ([M+H]+). The reactants are C(C1=CC=CC=C1)[C@@]1(C(=CC(N1)=O)O)C ((R)-5-benzyl-4-hydroxy-5-methyl-1,5-dihydro-pyrrol-2-one), C(C1=CC=CC=C1)=O (benzaldehyde), FC=1C=C2C(=CNC2=CC1)C (5-fluoro-3-methyl-1H-indole). Product: C(C1=CC=CC=C1)[C@@]1(C(=C(C(N1)=O)C(C1=CC=CC=C1)C=1NC2=CC=C(C=C2C1C)F)O)C ((R)-5-Benzyl-3-[(5-fluoro-3-methyl-1H-indol-2-yl)-phenyl-methyl]-4-hydroxy-5-methyl-1,5-dihydro-pyrrol-2-one). Reaction SMILES: [CH2:1]([C@@:8]1([CH3:15])[NH:12][C:11](=[O:13])[CH:10]=[C:9]1[OH:14])[C:2]1[CH:7]=[CH:6][CH:5]=[CH:4][CH:3]=1.[CH:16](=O)[C:17]1[CH:22]=[CH:21][CH:20]=[CH:19][CH:18]=1.[F:24][C:25]1[CH:26]=[C:27]2[C:31](=[CH:32][CH:33]=1)[NH:30][CH:29]=[C:28]2[CH3:34]>>[CH2:1]([C@@:8]1([CH3:15])[NH:12][C:11](=[O:13])[C:10]([CH:16]([C:29]2[NH:30][C:31]3[C:27]([C:28]=2[CH3:34])=[CH:26][C:25]([F:24])=[CH:33][CH:32]=3)[C:17]2[CH:22]=[CH:21][CH:20]=[CH:19][CH:18]=2)=[C:9]1[OH:14])[C:2]1[CH:3]=[CH:4][CH:5]=[CH:6][CH:7]=1. The reactants are CCOC(C)=O, [N-]=[N+]=NCc1ccc(CC(=O)Cl)cc1, CC1=C(C(=O)O)N2C(=O)C(N)C2SC1. Product: CC1=C(C(=O)O)N2C(=O)C(NC(=O)Cc3ccc(CN=[N+]=[N-])cc3)C2SC1. As a reaction SMILES: [CH3:29][CH2:30][O:31][C:32](=[O:33])[CH3:34].[N:1](=[N+:2]=[N-:3])[CH2:4][c:5]1[cH:6][cH:7][c:8]([CH2:11][C:12](=[O:13])[Cl:14])[cH:9][cH:10]1.[NH2:15][CH:16]1[CH:17]2[S:18][CH2:19][C:20]([CH3:28])=[C:21]([C:25](=[O:26])[OH:27])[N:22]2[C:23]1=[O:24]>>[N:1](=[N+:2]=[N-:3])[CH2:4][c:5]1[cH:6][cH:7][c:8]([CH2:11][C:12](=[O:13])[NH:15][CH:16]2[CH:17]3[S:18][CH2:19][C:20]([CH3:28])=[C:21]([C:25](=[O:26])[OH:27])[N:22]3[C:23]2=[O:24])[cH:9][cH:10]1.